Dataset: the Open Reaction Database (ORD), a public repository of structured organic reaction records. Task: describe an organic reaction: reactants, conditions, products, and yield The reactants are [Br-], O=C([O-])O, CC1(C)CCCC(C)(C)N1O, CC(C)=O, CC(C)O, O=c1n(Cl)c(=O)n(Cl)c(=O)n1Cl, [Na+], [Na+], O=C1OCCN1CCO. The product is O=C(O)CN1CCOC1=O. As a reaction SMILES: [Br-:16].[C:10]([O-:11])(=[O:12])[OH:13].[CH3:17][C:18]1([CH3:27])[N:19]([O:20])[C:21]([CH3:22])([CH3:23])[CH2:24][CH2:25][CH2:26]1.[CH3:40][C:41](=[O:42])[CH3:43].[CH:44]([OH:45])([CH3:46])[CH3:47].[Cl:28][n:29]1[c:30](=[O:31])[n:32]([Cl:33])[c:34](=[O:35])[n:36]([Cl:37])[c:38]1=[O:39].[Na+:14].[Na+:15].[OH:1][CH2:2][CH2:3][N:4]1[C:5](=[O:9])[O:6][CH2:7][CH2:8]1>>[O:1]=[C:2]([CH2:3][N:4]1[C:5](=[O:9])[O:6][CH2:7][CH2:8]1)[OH:11].